This data is from the Open Reaction Database (ORD), a public repository of structured organic reaction records. The task is: describe an organic reaction: reactants, conditions, products, and yield Starting materials: C[O-], CC(=O)SC1CC(C(=O)N(C)C)N(C)C1, CO, Cl, [Na+]. Yields the product CN(C)C(=O)C1CC(S)CN1C, Cl. Reaction SMILES: [CH3:16][O-:17].[CH3:1][N:2]1[CH:3]([C:11](=[O:12])[N:13]([CH3:14])[CH3:15])[CH2:4][CH:5]([S:7][C:8](=[O:9])[CH3:10])[CH2:6]1.[CH3:20][OH:21].[ClH:19].[Na+:18]>>[CH3:1][N:2]1[CH:3]([C:11](=[O:12])[N:13]([CH3:14])[CH3:15])[CH2:4][CH:5]([SH:7])[CH2:6]1.[ClH:19]. Starting materials: O=C(NC(COCc1ccccc1)C(O)C(F)(F)F)NC(Cc1ccccc1)(c1ccc(F)cc1)c1cc(F)cc(OC(F)(F)C(F)F)c1, C1CCOC1. The product is O=C(NC(CO)C(O)C(F)(F)F)NC(Cc1ccccc1)(c1ccc(F)cc1)c1cc(F)cc(OC(F)(F)C(F)F)c1. As a reaction SMILES: [CH2:1]([c:2]1[cH:3][cH:4][cH:5][cH:6][cH:7]1)[O:8][CH2:9][CH:10]([CH:11]([C:12]([F:13])([F:14])[F:15])[OH:16])[NH:17][C:18](=[O:19])[NH:20][C:21]([CH2:22][c:23]1[cH:24][cH:25][cH:26][cH:27][cH:28]1)([c:29]1[cH:30][cH:31][c:32]([F:35])[cH:33][cH:34]1)[c:36]1[cH:37][c:38]([F:49])[cH:39][c:40]([O:42][C:43]([CH:44]([F:45])[F:46])([F:47])[F:48])[cH:41]1.[CH2:50]1[O:51][CH2:52][CH2:53][CH2:54]1>>[OH:8][CH2:9][CH:10]([CH:11]([C:12]([F:13])([F:14])[F:15])[OH:16])[NH:17][C:18](=[O:19])[NH:20][C:21]([CH2:22][c:23]1[cH:24][cH:25][cH:26][cH:27][cH:28]1)([c:29]1[cH:30][cH:31][c:32]([F:35])[cH:33][cH:34]1)[c:36]1[cH:37][c:38]([F:49])[cH:39][c:40]([O:42][C:43]([CH:44]([F:45])[F:46])([F:47])[F:48])[cH:41]1.